From a dataset of the Open Reaction Database (ORD), a public repository of structured organic reaction records. describe an organic reaction: reactants, conditions, products, and yield Starting materials: [H-].[Na+] (sodium hydride), CCC(CC)O (3-Pentanol), ClC=1C(=CC=2N(N1)C(=NN2)N)C (6-Chloro-7-methyl-[1,2,4]triazolo[4,3-b]pyridazin-3-ylamine), CCC(CC)O (3-pentanol). Run in CN(C)C=O (DMF). Reaction conditions: temperature 50 celsius, time 1 hour. Yields the product C(C)C(CC)OC=1C(=CC=2N(N1)C(=NN2)N)C (6-(1-Ethylpropoxy)-7-methyl-[1,2,4]triazolo[4,3-b]pyridazin-3-ylamine). As a reaction SMILES: [H-].[Na+].Cl[C:4]1[C:5]([CH3:14])=[CH:6][C:7]2[N:8]([C:10]([NH2:13])=[N:11][N:12]=2)[N:9]=1.[CH3:15][CH2:16][CH:17]([OH:20])[CH2:18][CH3:19]>CN(C=O)C>[CH2:16]([CH:17]([O:20][C:4]1[C:5]([CH3:14])=[CH:6][C:7]2[N:8]([C:10]([NH2:13])=[N:11][N:12]=2)[N:9]=1)[CH2:18][CH3:19])[CH3:15] |f:0.1|. Procedure: 3-Pentanol (30 ml) was initially charged under argon, admixed with sodium hydride (1.48 g) and stirred at 50° C. for 1 h. Subsequently, 6-chloro-7-methyl-[1,2,4]triazolo[4,3-b]pyridazin-3-ylamine (W2.005, 1.88 g), dissolved in 3-pentanol (130 ml) and DMF (60 ml), was slowly added dropwise within 1 h. After stirring for 1 h, the mixture was concentrated, and the residue was admixed with water and extracted four times with dichloromethane. The combined organic phases were dried over magnesium sulf... The reactants are C(#N)C(C)N1N=CN=C1 (1-cyano-1-(1,2,4-triazol-1-yl)ethane), ClC1=C(C=O)C=CC(=C1)Cl (2,4-dichlorobenzaldehyde), C(CCC)[Li] (butyl lithium), [Cl-].[NH4+] (ammonium chloride), C(C)(C)NC(C)C (diisopropylamine). Run in O1CCCC1 (tetrahydrofuran), O1CCCC1 (tetrahydrofuran). Run at temperature 0 celsius, time 5 minute. The product is C(#N)C(C(C1=C(C=C(C=C1)Cl)Cl)O)(N1N=CN=C1)C (1-cyano-1-methyl-1-(1,2,4-triazol-1-yl)-2-hydroxy-2-(2,4-dichlorophenyl)ethane). Reaction SMILES: C(NC(C)C)(C)C.C([Li])CCC.[C:13]([CH:15]([N:17]1[CH:21]=[N:20][CH:19]=[N:18]1)[CH3:16])#[N:14].[Cl:22][C:23]1[CH:30]=[C:29]([Cl:31])[CH:28]=[CH:27][C:24]=1[CH:25]=[O:26].[Cl-].[NH4+]>O1CCCC1>[C:13]([C:15]([CH3:16])([N:17]1[CH:21]=[N:20][CH:19]=[N:18]1)[CH:25]([OH:26])[C:24]1[CH:27]=[CH:28][C:29]([Cl:31])=[CH:30][C:23]=1[Cl:22])#[N:14] |f:4.5|. Reported procedure: To a 3-neck, 250-ml flask equipped with an addition funnel, argon inlet and a septum were added 25 mls of anhydrous tetrahydrofuran and 5.7 mls of diisopropylamine (passed through activity I neutral alumina) under an argon atmosphere. The system was cooled to about 0° C. and 33 mls of 1.6M butyl lithium solution (in hexane) were then added via a syringe. The system was stirred at 0° C. for 5 minutes and then further cooled to -68° C. After cooling, 6.1 gms of 1-cyano-1-(1,2,4-triazol-1-yl)ethane...